Dataset: the Open Reaction Database (ORD), a public repository of structured organic reaction records. Task: describe an organic reaction: reactants, conditions, products, and yield The product is CC1=C(C=C(C=C1)[N+](=O)[O-])N=C1SC[C@H](N1)CC(C)C ((4R)-2-(2-methyl-5-nitrophenylimino)-4-isobutyl-1,3-thiazolidine). Reactants: OC[C@H](CC(C)C)N ((1S)-1-(Hydroxymethyl)-3-methylbutylamine), (1R)-1-(chloromethyl)-3-methylbutanammonium chloride, CC1=C(C=C(C=C1)[N+](=O)[O-])N=C=S (2-Methyl-5-nitrophenyl isothiocyanate), (1R)-1-(chloromethyl)-3-methylbutanammonium chloride. Procedure details: (1S)-1-(Hydroxymethyl)-3-methylbutylamine was converted to (1R)-1-(chloromethyl)-3-methylbutanammonium chloride as described in Method B7a. 2-Methyl-5-nitrophenyl isothiocyanate was reacted with (1R)-1-(chloromethyl)-3-methylbutanammonium chloride according to Method C1a to give (4R)-2-(2-methyl-5-nitrophenylimino)-4-isobutyl-1,3-thiazolidine. The thiazolidine was reacted with isobutyl bromide according to Method D2a to afford (4R)-2-(2-methyl-5-nitrophenylimino)-3,4-diisobutyl-1,3-thiazolidine ... Reaction SMILES: O[CH2:2][C@@H:3]([NH2:8])[CH2:4][CH:5]([CH3:7])[CH3:6].[CH3:9][C:10]1[CH:15]=[CH:14][C:13]([N+:16]([O-:18])=[O:17])=[CH:12][C:11]=1[N:19]=[C:20]=[S:21]>>[CH3:9][C:10]1[CH:15]=[CH:14][C:13]([N+:16]([O-:18])=[O:17])=[CH:12][C:11]=1[N:19]=[C:20]1[NH:8][C@H:3]([CH2:4][CH:5]([CH3:7])[CH3:6])[CH2:2][S:21]1. Reactants: O=C([O-])[O-], CS(=O)(=O)Cl, CCN(C(C)C)C(C)C, OCCc1cc(-c2ccc(Cl)cc2)no1, ClCCl, Cl, [K+], [K+], CNC(=O)COC(=O)N1CCNCC1. The product is CNC(=O)COC(=O)N1CCN(CCc2cc(-c3ccc(Cl)cc3)no2)CC1. As a reaction SMILES: [C:45](=[O:46])([O-:47])[O-:48].[CH3:25][S:26](=[O:27])(=[O:28])[Cl:29].[CH:16]([N:17]([CH:18]([CH3:19])[CH3:20])[CH2:21][CH3:22])([CH3:23])[CH3:24].[Cl:1][c:2]1[cH:3][cH:4][c:5](-[c:8]2[n:9][o:10][c:11]([CH2:13][CH2:14][OH:15])[cH:12]2)[cH:6][cH:7]1.[Cl:51][CH2:52][Cl:53].[ClH:30].[K+:49].[K+:50].[N:31]1([C:37](=[O:38])[O:39][CH2:40][C:41](=[O:42])[NH:43][CH3:44])[CH2:32][CH2:33][NH:34][CH2:35][CH2:36]1>>[Cl:1][c:2]1[cH:3][cH:4][c:5](-[c:8]2[n:9][o:10][c:11]([CH2:13][CH2:14][N:34]3[CH2:33][CH2:32][N:31]([C:37](=[O:38])[O:39][CH2:40][C:41](=[O:42])[NH:43][CH3:44])[CH2:36][CH2:35]3)[cH:12]2)[cH:6][cH:7]1. The reagents and catalysts are [Pd].C1(=CC=CC=C1)P(C1=CC=CC=C1)C1=CC=CC=C1.C1(=CC=CC=C1)P(C1=CC=CC=C1)C1=CC=CC=C1.C1(=CC=CC=C1)P(C1=CC=CC=C1)C1=CC=CC=C1.C1(=CC=CC=C1)P(C1=CC=CC=C1)C1=CC=CC=C1 (tetrakis-(triphenylphosphin)-palladium). Reported procedure: A stirred mixture of 4-trifluoromethanesulfonyloxy-3,6-dihydro-2H-pyridine-1-carboxylic acid tert-butyl ester (3.98 g, 12 mmol), 3-biphenylboronic acid (2.77 g, 14 mmol), LiCl (1.53 g, 36 mmol), dimethoxyethane (35 mL), tetrakis-(triphenylphosphin)-palladium (0.81 g, 0.7 mmol) and Na2CO3 (2M solution, 14 mL, 28 mmol) is heated at reflux under argon for 14 h. The mixture is cooled to RT, dimethoxyethane is removed in vacuo and the residue is diluted with aqueous 2N Na2CO3 solution containing a fe... Solvent: C(OC)COC (dimethoxyethane). As a reaction SMILES: [C:1]([O:5][C:6]([N:8]1[CH2:13][CH:12]=[C:11](OS(C(F)(F)F)(=O)=O)[CH2:10][CH2:9]1)=[O:7])([CH3:4])([CH3:3])[CH3:2].[C:22]1([C:31]2[CH:36]=[CH:35][CH:34]=[CH:33][CH:32]=2)[CH:27]=[CH:26][CH:25]=[C:24](B(O)O)[CH:23]=1.[Li+].[Cl-].C([O-])([O-])=O.[Na+].[Na+]>[Pd].C1(P(C2C=CC=CC=2)C2C=CC=CC=2)C=CC=CC=1.C1(P(C2C=CC=CC=2)C2C=CC=CC=2)C=CC=CC=1.C1(P(C2C=CC=CC=2)C2C=CC=CC=2)C=CC=CC=1.C1(P(C2C=CC=CC=2)C2C=CC=CC=2)C=CC=CC=1.C(COC)OC>[C:1]([O:5][C:6]([N:8]1[CH2:13][CH:12]=[C:11]([C:33]2[CH:32]=[C:31]([C:22]3[CH:27]=[CH:26][CH:25]=[CH:24][CH:23]=3)[CH:36]=[CH:35][CH:34]=2)[CH2:10][CH2:9]1)=[O:7])([CH3:4])([CH3:3])[CH3:2] |f:2.3,4.5.6,7.8.9.10.11|. Reactants: C(C)(C)(C)OC(=O)N1CCC(=CC1)OS(=O)(=O)C(F)(F)F (4-trifluoromethanesulfonyloxy-3,6-dihydro-2H-pyridine-1-carboxylic acid tert-butyl ester), C1(=CC(=CC=C1)B(O)O)C1=CC=CC=C1 (3-biphenylboronic acid), [Li+].[Cl-] (LiCl), C(=O)([O-])[O-].[Na+].[Na+] (Na2CO3). Product: C(C)(C)(C)OC(=O)N1CCC(=CC1)C=1C=C(C=CC1)C1=CC=CC=C1 (4-biphenyl-3-yl-3,6,dihydro-2H-pyridine-1-carboxylic acid t-butyl ester).